describe an organic reaction: reactants, conditions, products, and yield From a dataset of the Open Reaction Database (ORD), a public repository of structured organic reaction records. Product: CN(C(C)OC([C@@H](NC(=O)OCC1=CC=CC=C1)CC(C(=O)O)C(C)(C)C)=O)C (N-carbobenzyloxy-γ-tert.butyl-L-glutamic acid-α-dimethylaminoethyl ester). Procedure: that N-carbobenzyloxy-γ-tert.butyl-L-glutamic acid-dicyclohexyl-ammonium salt is reacted with dimethyl-aminoethylchloride to form N-carbobenzyloxy-γ-tert.butyl-L-glutamic acid-α-dimethylaminoethyl ester, The reactants are C1(CCCCC1)[NH2+]C1CCCCC1.C(=O)(OCC1=CC=CC=C1)N[C@@H](CC(C(=O)[O-])C(C)(C)C)C(=O)[O-].C1(CCCCC1)[NH2+]C1CCCCC1 (N-carbobenzyloxy-γ-tert.butyl-L-glutamic acid-dicyclohexyl-ammonium salt), CC(CCl)(N)C (dimethyl-aminoethylchloride). Reaction SMILES: [CH:1]1([NH2+:7][CH:8]2[CH2:13]CCCC2)CCCCC1.[C:14]([NH:24][C@H:25]([C:35]([O-:37])=[O:36])[CH2:26][CH:27]([C:31]([CH3:34])([CH3:33])[CH3:32])[C:28]([O-:30])=[O:29])([O:16][CH2:17][C:18]1[CH:23]=[CH:22][CH:21]=[CH:20][CH:19]=1)=[O:15].[CH:38]1([NH2+]C2CCCCC2)CCCCC1.CC(C)(N)CCl>>[CH3:38][N:7]([CH3:1])[CH:8]([O:36][C:35](=[O:37])[C@H:25]([CH2:26][CH:27]([C:31]([CH3:32])([CH3:33])[CH3:34])[C:28]([OH:30])=[O:29])[NH:24][C:14]([O:16][CH2:17][C:18]1[CH:23]=[CH:22][CH:21]=[CH:20][CH:19]=1)=[O:15])[CH3:13] |f:0.1.2|. Starting materials: IC1=CC=C2C(=C(NC2=C1)C(=O)OCC)CCC(=O)OCC (Ethyl 6-iodo-3-(3-ethoxy-3-oxopropyl)-1H-indole-2-carboxylate), O.O.O.[OH-].[Li+] (lithium hydroxide trihydrate). Run in O1CCCC1 (tetrahydrofurane), O1CCCC1 (THF), O (water). Product: C(=O)(O)CCC1=C(NC2=CC(=CC=C12)I)C(=O)O (3-(2-Carboxyethyl)-6-iodo-1H-indole-2-carboxylic acid). Yield: 95.0%. Reaction SMILES: [I:1][C:2]1[CH:10]=[C:9]2[C:5]([C:6]([CH2:16][CH2:17][C:18]([O:20]CC)=[O:19])=[C:7]([C:11]([O:13]CC)=[O:12])[NH:8]2)=[CH:4][CH:3]=1.O.O.O.[OH-].[Li+]>O1CCCC1.O>[C:18]([CH2:17][CH2:16][C:6]1[C:5]2[C:9](=[CH:10][C:2]([I:1])=[CH:3][CH:4]=2)[NH:8][C:7]=1[C:11]([OH:13])=[O:12])([OH:20])=[O:19] |f:1.2.3.4.5|. Reported procedure: Ethyl 6-iodo-3-(3-ethoxy-3-oxopropyl)-1H-indole-2-carboxylate (4.15 g, 10 mmol) was dissolved in 25 ml tetrahydrofurane (THF) with stirring at rt. Then a solution of 1.26 g of lithium hydroxide trihydrate (3 equiv.) in 25 ml water was added and the resulting mixture was let to stir at rt for 24 h. After completion of the reaction THF was removed under reduced pressure and the pH was adjusted to 4-5, and the product was extracted with diethyl ether (3×30 ml). The organic layers were dried over ma... Reactants: C(C)OC(C(C)(C)OC1=CC=C(C=C1)OCCC=1N=C(OC1C)C1=CC=C(C=C1)Br)=O (2-(4-{2-[2-(4-bromo-phenyl)-5-methyl-oxazol-4-yl]-ethoxy}-phenoxy)-2-methyl-propionic acid ethyl ester), C1(=CC=CC=C1)B(O)O (phenyl boronic acid), C(=O)([O-])[O-].[K+].[K+] (K2CO3), [I-].[K+] (potassium iodide). Reagents/catalysts: C1(=CC=CC=C1)P([C-]1C=CC=C1)C1=CC=CC=C1.[C-]1(C=CC=C1)P(C1=CC=CC=C1)C1=CC=CC=C1.[Fe+2] (1,1′-bis(diphenylphosphino)ferrocene), [Pd](Cl)Cl (palladium (II) chloride). Solvent: C1(=CC=CC=C1)OC (anisole). Reaction conditions: temperature 80 celsius. Product: C(C1=CC=CC=C1)(=O)C1=CC=C(OC2=CC=C(C=C2)C=2OC(=C(N2)CCOC2=CC=C(OC(C(=O)O)(C)C)C=C2)C)C=C1 (2-[4-(2-{2-[4-(4-benzoyl-phenoxy)-phenyl]-5-methyl-oxazol-4-yl}-ethoxy)-phenoxy]-2-methyl-propionic acid). The yield is 51.5%. Reaction SMILES: C([O:3][C:4](=[O:31])[C:5]([O:8][C:9]1[CH:14]=[CH:13][C:12]([O:15][CH2:16][CH2:17][C:18]2[N:19]=[C:20]([C:24]3[CH:29]=[CH:28][C:27](Br)=[CH:26][CH:25]=3)[O:21][C:22]=2[CH3:23])=[CH:11][CH:10]=1)([CH3:7])[CH3:6])C.[C:32]1(B(O)O)[CH:37]=[CH:36][CH:35]=[CH:34][CH:33]=1.[C:41]([O-:44])([O-])=O.[K+].[K+].[I-].[K+]>C1(OC)C=CC=CC=1.C1(P(C2C=CC=CC=2)[C-]2C=CC=C2)C=CC=CC=1.[C-]1(P(C2C=CC=CC=2)C2C=CC=CC=2)C=CC=C1.[Fe+2].[Pd](Cl)Cl>[C:20]([C:24]1[CH:29]=[CH:28][C:41]([O:44][C:27]2[CH:26]=[CH:25][C:24]([C:20]3[O:21][C:22]([CH3:23])=[C:18]([CH2:17][CH2:16][O:15][C:12]4[CH:11]=[CH:10][C:9]([O:8][C:5]([CH3:7])([CH3:6])[C:4]([OH:3])=[O:31])=[CH:14][CH:13]=4)[N:19]=3)=[CH:29][CH:28]=2)=[CH:26][CH:25]=1)(=[O:21])[C:32]1[CH:37]=[CH:36][CH:35]=[CH:34][CH:33]=1 |f:2.3.4,5.6,8.9.10|. Procedure: A mixture of 2-(4-{2-[2-(4-bromo-phenyl)-5-methyl-oxazol-4-yl]-ethoxy}-phenoxy)-2-methyl-propionic acid ethyl ester (0.20 g, 0.410 mmol), phenyl boronic acid (0.055 g, 0.451 mmol), powdered K2CO3 (0.169 g, 1.22 mmol), potassium iodide (0.20 g, 1.20 mmol), 1,1′-bis(diphenylphosphino)ferrocene (0.023 g, 0.0414 mmol) and palladium (II) chloride (0.007 g, 0.0395 mmol) in anisole (4 mL) and then carbon monoxide was bubbled through the reaction mixture to saturate the mixture. The reaction was then he... Reactants: FC(C1=NN(C=N1)C=1C(=CC(=C(C1)S(=O)(=O)Cl)C)C)(F)F (5-[3-(trifluoromethyl)-1H-1,2,4-triazol-1-yl]-2,4-dimethylbenzenesulphonyl chloride), Cl (hydrochloric acid). The reagents and catalysts are [Fe] (iron). Solvent: C(C)(=O)O (acetic acid). Run at temperature 120 celsius. Yields the product S(SC=1C=C(C(=CC1C)C)N1N=C(N=C1)C(F)(F)F)C=1C=C(C(=CC1C)C)N1N=C(N=C1)C(F)(F)F (1,1′-[Disulphanediylbis(4,6-dimethylbenzene-3,1-diyl)]bis[3-(trifluoromethyl)-1H-1,2,4-triazole]). RXN SMILES: [F:1][C:2]([F:21])([F:20])[C:3]1[N:7]=[CH:6][N:5]([C:8]2[C:9]([CH3:19])=[CH:10][C:11]([CH3:18])=[C:12]([S:14](Cl)(=O)=O)[CH:13]=2)[N:4]=1.Cl>C(O)(=O)C.[Fe]>[S:14]([C:12]1[CH:13]=[C:8]([N:5]2[CH:6]=[N:7][C:3]([C:2]([F:21])([F:1])[F:20])=[N:4]2)[C:9]([CH3:19])=[CH:10][C:11]=1[CH3:18])[S:14][C:12]1[CH:13]=[C:8]([N:5]2[CH:6]=[N:7][C:3]([C:2]([F:21])([F:20])[F:1])=[N:4]2)[C:9]([CH3:19])=[CH:10][C:11]=1[CH3:18]. Procedure details: A quantity of 2 g of 5-[3-(trifluoromethyl)-1H-1,2,4-triazol-1-yl]-2,4-dimethylbenzenesulphonyl chloride is dissolved in 25 ml of glacial acetic acid, and 4.6 ml of 32% strength hydrochloric acid are added. The mixture is heated to reflux temperature (120° C.). Then 2.53 g of iron powder are added in portions. Following complete reaction, the major fraction of the glacial acetic acid is removed by distillation, and water and dichloromethane are added. Following phase separation and concentration... Starting materials: ClC1=CC=C2C(=C(N(C2=C1F)C=1C=NN(C1)CCCC(=O)O)C1CC1)SC1=C(C(=CC=C1)C(=O)OCC)F (4-(4-(6-chloro-2-cyclopropyl-3-((3-(ethoxycarbonyl)-2-fluorophenyl)thio)-7-fluoro-1H-indol-1-yl)-1H-pyrazol-1-yl)butanoic acid), C1CC(=O)N(C1=O)Br (NBS). Solvent: O (water), C(Cl)Cl (CH2Cl2). Run at time 16 hour. The product is BrC=1N(C2=C(C(=CC=C2C1SC=1C(=C(C(=O)OCC)C=CC1)F)Cl)F)C=1C=NC=CC1 (ethyl 3-((2-bromo-6-chloro-7-fluoro-1-(pyridin-3-yl)-1H-indol-3-yl)thio)-2-fluorobenzoate). Yield: 51.4%. Reaction SMILES: [Cl:1][C:2]1[C:10]([F:11])=[C:9]2[C:5]([C:6]([S:26][C:27]3[CH:32]=[CH:31][CH:30]=[C:29]([C:33]([O:35][CH2:36][CH3:37])=[O:34])[C:28]=3[F:38])=[C:7](C3CC3)[N:8]2[C:12]2[CH:13]=N[N:15]([CH2:17][CH2:18]CC(O)=O)[CH:16]=2)=[CH:4][CH:3]=1.C1C(=O)N([Br:46])C(=O)C1>C(Cl)Cl.O>[Br:46][C:7]1[N:8]([C:12]2[CH:16]=[N:15][CH:17]=[CH:18][CH:13]=2)[C:9]2[C:5]([C:6]=1[S:26][C:27]1[C:28]([F:38])=[C:29]([CH:30]=[CH:31][CH:32]=1)[C:33]([O:35][CH2:36][CH3:37])=[O:34])=[CH:4][CH:3]=[C:2]([Cl:1])[C:10]=2[F:11]. Procedure details: To a stirred solution of indole 1 (Example 22, Step 2; 60 mg, 0.13 mmol) in CH2Cl2 (5 mL) under inert atmosphere was added NBS (60 mg, 0.33 mmol) at RT and stirred for 16 h. The mixture was diluted with water (10 mL) and extracted with CH2Cl2 (2×25 mL). The combined organic extracts were washed with brine (10 mL), dried (Na2SO4), filtered and concentrated under reduced pressure to obtain the crude. This was purified (silica gel; 10% EtOAc/hexanes) to afford compound 2 (35 mg, 50%) as a pale brow...